This data is from the Open Reaction Database (ORD), a public repository of structured organic reaction records. The task is: describe an organic reaction: reactants, conditions, products, and yield The reactants are CN(C(C1=CC=C(C=C1)[Sn](CCCC)(CCCC)CCCC)=O)CCOCC1=CC=CC=C1 (N-Methyl-N-(2-benzyloxyethyl)-4-tributylstannylbenzamide), BrC=1N=C(C2=CC=CC=C2C1)N1CCN(CC1)CC (3-bromo-1-(4-ethylpiperazin-1-yl)isoquinoline). The reagents and catalysts are C=1C=CC(=CC1)[P](C=2C=CC=CC2)(C=3C=CC=CC3)[Pd]([P](C=4C=CC=CC4)(C=5C=CC=CC5)C=6C=CC=CC6)([P](C=7C=CC=CC7)(C=8C=CC=CC8)C=9C=CC=CC9)[P](C=1C=CC=CC1)(C=1C=CC=CC1)C=1C=CC=CC1 (tetrakistriphenylphosphinepalladium(0)). Run in C=1(C(=CC=CC1)C)C (xylene), C(C)(=O)OCC (ethyl acetate). Yields the product C(C)N1CCN(CC1)C1=NC(=CC2=CC=CC=C12)C1=CC=C(C=C1)C(N(C)CCOCC1=CC=CC=C1)=O (1-(4-ethylpiperazin-1-yl)-3-{4-[N-(2-benzyloxyethyl)-N-methylcarbamoyl]phenyl}isoquinoline). Yield: 46.7%. RXN SMILES: [CH3:1][N:2]([CH2:24][CH2:25][O:26][CH2:27][C:28]1[CH:33]=[CH:32][CH:31]=[CH:30][CH:29]=1)[C:3](=[O:23])[C:4]1[CH:9]=[CH:8][C:7]([Sn](CCCC)(CCCC)CCCC)=[CH:6][CH:5]=1.Br[C:35]1[N:36]=[C:37]([N:45]2[CH2:50][CH2:49][N:48]([CH2:51][CH3:52])[CH2:47][CH2:46]2)[C:38]2[C:43]([CH:44]=1)=[CH:42][CH:41]=[CH:40][CH:39]=2>C1(C)C(C)=CC=CC=1.C(OCC)(=O)C.C1C=CC([P]([Pd]([P](C2C=CC=CC=2)(C2C=CC=CC=2)C2C=CC=CC=2)([P](C2C=CC=CC=2)(C2C=CC=CC=2)C2C=CC=CC=2)[P](C2C=CC=CC=2)(C2C=CC=CC=2)C2C=CC=CC=2)(C2C=CC=CC=2)C2C=CC=CC=2)=CC=1>[CH2:51]([N:48]1[CH2:47][CH2:46][N:45]([C:37]2[C:38]3[C:43](=[CH:42][CH:41]=[CH:40][CH:39]=3)[CH:44]=[C:35]([C:7]3[CH:6]=[CH:5][C:4]([C:3](=[O:23])[N:2]([CH2:24][CH2:25][O:26][CH2:27][C:28]4[CH:29]=[CH:30][CH:31]=[CH:32][CH:33]=4)[CH3:1])=[CH:9][CH:8]=3)[N:36]=2)[CH2:50][CH2:49]1)[CH3:52] |^1:70,72,91,110|. Procedure: N-Methyl-N-(2-benzyloxyethyl)-4-tributylstannylbenzamide (1.93 g) and 3-bromo-1-(4-ethylpiperazin-1-yl)isoquinoline (0.93 g) were heated under reflux overnight in the presence of tetrakistriphenylphosphinepalladium(0) (0.13 g) in xylene in nitrogen atmosphere. After cooling, the reaction solution was diluted with ethyl acetate and filtered. The filtrate was extracted with 2N hydrochloric acid. The aqueous layer was washed with ethyl acetate and adjusted to pH 10 by a 8N aqueous solution of sodiu... Starting materials: N(O)=C1SC(C(=N1)C)(CC)C (2-oxo-4,5-dimethyl-5-ethyl-3-thiazoline-oxime), CN=C=O (methyl isocyanate). The product is CNC(=O)ON=C1SC(C(=N1)C)(CC)C (2-oxo-4,5-dimethyl-5-ethyl-3-thiazoline-O-(methylcarbamoyl)-oxime). Reaction SMILES: [N:1](=[C:3]1[N:7]=[C:6]([CH3:8])[C:5]([CH3:11])([CH2:9][CH3:10])[S:4]1)[OH:2].[CH3:12][N:13]=[C:14]=[O:15]>>[CH3:12][NH:13][C:14]([O:2][N:1]=[C:3]1[N:7]=[C:6]([CH3:8])[C:5]([CH3:11])([CH2:9][CH3:10])[S:4]1)=[O:15]. Procedure: 2-oxo-4,5-dimethyl-5-ethyl-3-thiazoline-oxime was reacted with methyl isocyanate as described in Example 4 to yield 2-oxo-4,5-dimethyl-5-ethyl-3-thiazoline-O-(methylcarbamoyl)-oxime, m.p. 115°-117° C. The 2-oxo-4,5-dimethyl-5-ethyl-3-thiazoline-oxime starting material melts at 143.5°-144.5° C.